From a dataset of the Open Reaction Database (ORD), a public repository of structured organic reaction records. describe an organic reaction: reactants, conditions, products, and yield The reactants are C(C)(C)(C)OC(CCC1=CC(=C(C(=C1)Cl)\C=C\C1=C(C=C(C=C1)C(NC1=NC2=CC=CC=C2C=C1)=O)[N+](=O)[O-])Cl)=O (3-(3,5-dichloro-4-{(E)-2-[2-nitro-4-(quinolin-2-ylcarbamoyl)-phenyl]-vinyl}-phenyl)-propionic acid tert-butyl ester). Solvent: C(C)OP(OCC)OCC (triethylphosphite). Run at temperature 160 celsius, time 3 hour. Product: C(C)(C)(C)OC(CCC1=CC(=C(C(=C1)Cl)C=1NC2=CC(=CC=C2C1)C(NC1=NC2=CC=CC=C2C=C1)=O)Cl)=O (3-{3,5-dichloro-4-[6-(quinolin-2-ylcarbamoyl)-1H-indol-2-yl]-phenyl}-propionic acid tert-butyl ester). As a reaction SMILES: [C:1]([O:5][C:6](=[O:41])[CH2:7][CH2:8][C:9]1[CH:14]=[C:13]([Cl:15])[C:12](/[CH:16]=[CH:17]/[C:18]2[CH:23]=[CH:22][C:21]([C:24](=[O:36])[NH:25][C:26]3[CH:35]=[CH:34][C:33]4[C:28](=[CH:29][CH:30]=[CH:31][CH:32]=4)[N:27]=3)=[CH:20][C:19]=2[N+:37]([O-])=O)=[C:11]([Cl:40])[CH:10]=1)([CH3:4])([CH3:3])[CH3:2]>C(OP(OCC)OCC)C>[C:1]([O:5][C:6](=[O:41])[CH2:7][CH2:8][C:9]1[CH:14]=[C:13]([Cl:15])[C:12]([C:16]2[NH:37][C:19]3[C:18]([CH:17]=2)=[CH:23][CH:22]=[C:21]([C:24](=[O:36])[NH:25][C:26]2[CH:35]=[CH:34][C:33]4[C:28](=[CH:29][CH:30]=[CH:31][CH:32]=4)[N:27]=2)[CH:20]=3)=[C:11]([Cl:40])[CH:10]=1)([CH3:4])([CH3:3])[CH3:2]. Procedure details: To a solution of 3-(3,5-dichloro-4-{(E)-2-[2-nitro-4-(quinolin-2-ylcarbamoyl)-phenyl]-vinyl}-phenyl)-propionic acid tert-butyl ester (200 mg, 0.34 mmol) was added triethylphosphite (300 μL) and the mixture was stirred at 160° C. for 3 h. The solvent was removed under reduced pressure and the residue was taken up in toluene and concentrated twice. The crude material was purified by flash chromatography on silica gel, eluting with a gradient of 2-100% ethyl acetate/heptane to obtain 3-{3,5-dichlor... The reactants are CC(C)(C)[Si](C)(C)Cl, CN(C)C=O, O, COc1cc(I)cc(OC)c1OCCO, c1c[nH]cn1. The product is COc1cc(I)cc(OC)c1OCCO[Si](C)(C)C(C)(C)C. Reaction SMILES: [C:21]([CH3:22])([CH3:23])([CH3:24])[Si:25]([CH3:26])([CH3:27])[Cl:28].[CH3:30][N:31]([CH3:32])[CH:33]=[O:34].[OH2:29].[OH:1][CH2:2][CH2:3][O:4][c:5]1[c:6]([O:14][CH3:15])[cH:7][c:8]([I:13])[cH:9][c:10]1[O:11][CH3:12].[nH:16]1[cH:17][cH:18][n:19][cH:20]1>>[O:1]([CH2:2][CH2:3][O:4][c:5]1[c:6]([O:14][CH3:15])[cH:7][c:8]([I:13])[cH:9][c:10]1[O:11][CH3:12])[Si:25]([C:21]([CH3:22])([CH3:23])[CH3:24])([CH3:26])[CH3:27].